From a dataset of the Open Reaction Database (ORD), a public repository of structured organic reaction records. describe an organic reaction: reactants, conditions, products, and yield The reactants are [H-].[Na+] (sodium hydride), ice water, C(C1=CC=CC=C1)OC=1C=C(C=CC1)O (3-benzyloxyphenol), FC1=C(C=C(C(=C1)N1C(N(C(=CC1=O)C(F)(F)F)C)=O)F)[N+](=O)[O-] (2,5-difluoro-4-[3-methyl-2,6-dioxo-4-(trifluoromethyl)-1,2,3,6-tetrahydropyrimidin-1-yl]nitrobenzene). Solvent: CN(C=O)C (N,N-dimethylformamide), CN(C=O)C (N,N-dimethylformamide), CN(C=O)C (N,N-dimethylformamide). Conditions: time 20 minute. The product is C(C1=CC=CC=C1)OC=1C=C(OC2=C(C=C(C(=C2)N2C(N(C(=CC2=O)C(F)(F)F)C)=O)F)[N+](=O)[O-])C=CC1 (2-(3-benzyloxyphenoxy)-5-fluoro-4-[3-methyl-2,6-dioxo-4-(trifluoromethyl)-1,2,3,6-tetrahydropyrimidin-1-yl]nitrobenzene). The yield is 52.9%. As a reaction SMILES: [CH2:1]([O:8][C:9]1[CH:10]=[C:11]([OH:15])[CH:12]=[CH:13][CH:14]=1)[C:2]1[CH:7]=[CH:6][CH:5]=[CH:4][CH:3]=1.[H-].[Na+].F[C:19]1[CH:24]=[C:23]([N:25]2[C:30](=[O:31])[CH:29]=[C:28]([C:32]([F:35])([F:34])[F:33])[N:27]([CH3:36])[C:26]2=[O:37])[C:22]([F:38])=[CH:21][C:20]=1[N+:39]([O-:41])=[O:40]>CN(C)C=O>[CH2:1]([O:8][C:9]1[CH:10]=[C:11]([CH:12]=[CH:13][CH:14]=1)[O:15][C:19]1[CH:24]=[C:23]([N:25]2[C:30](=[O:31])[CH:29]=[C:28]([C:32]([F:34])([F:35])[F:33])[N:27]([CH3:36])[C:26]2=[O:37])[C:22]([F:38])=[CH:21][C:20]=1[N+:39]([O-:41])=[O:40])[C:2]1[CH:3]=[CH:4][CH:5]=[CH:6][CH:7]=1 |f:1.2|. Procedure details: A mixture of 1.71 g of 3-benzyloxyphenol and 4.0 ml of N,N-dimethylformamide was added dropwise into a mixture of 0.34 g of sodium hydride and 8.5 ml of N,N-dimethylformamide while cooling with ice, and the mixture was stirred for 20 minutes. A mixture of 3.0 g of 2,5-difluoro-4-[3-methyl-2,6-dioxo-4-(trifluoromethyl)-1,2,3,6-tetrahydropyrimidin-1-yl]nitrobenzene (described later, produced in Intermediate Production Example 4) and 7.0 ml of N,N-dimethylformamide was added dropwise at the same te... The reactants are ClC=1C=C2C(C(NC2=CC1)=O)(CC(N1CCN(CC1)C1=CC=NC=C1)=O)C1=C(C=CC=C1)OC (5-chloro-3-(2-methoxyphenyl)-3-[2-oxo-2-(4-pyridin-4-yl piperazin-1-yl)ethyl]-1,3-dihydro-2H-indol-2-one), COC1=C(C=CC(=C1)OC(F)(F)F)S(=O)(=O)Cl (2-methoxy-4-(trifluoromethoxy)benzene sulfonyl chloride). The product is ClC=1C=C2C(C(N(C2=CC1)S(=O)(=O)C1=C(C=C(C=C1)OC(F)(F)F)OC)=O)(CC(N1CCN(CC1)C1=CC=NC=C1)=O)C1=C(C=CC=C1)OC (5-chloro-3-(2-methoxyphenyl)-1-{[2-methoxy-4-(trifluoromethoxy)phenyl]sulfonyl}-3-[2-oxo-2-(4-pyridin-4-yl piperazin-1-yl)ethyl]-1,3-dihydro-2H-indol-2-one). Isolated yield 31.7%. Reaction SMILES: [Cl:1][C:2]1[CH:3]=[C:4]2[C:8](=[CH:9][CH:10]=1)[NH:7][C:6](=[O:11])[C:5]2([C:27]1[CH:32]=[CH:31][CH:30]=[CH:29][C:28]=1[O:33][CH3:34])[CH2:12][C:13](=[O:26])[N:14]1[CH2:19][CH2:18][N:17]([C:20]2[CH:25]=[CH:24][N:23]=[CH:22][CH:21]=2)[CH2:16][CH2:15]1.[CH3:35][O:36][C:37]1[CH:42]=[C:41]([O:43][C:44]([F:47])([F:46])[F:45])[CH:40]=[CH:39][C:38]=1[S:48](Cl)(=[O:50])=[O:49]>>[Cl:1][C:2]1[CH:3]=[C:4]2[C:8](=[CH:9][CH:10]=1)[N:7]([S:48]([C:38]1[CH:39]=[CH:40][C:41]([O:43][C:44]([F:45])([F:46])[F:47])=[CH:42][C:37]=1[O:36][CH3:35])(=[O:49])=[O:50])[C:6](=[O:11])[C:5]2([C:27]1[CH:32]=[CH:31][CH:30]=[CH:29][C:28]=1[O:33][CH3:34])[CH2:12][C:13](=[O:26])[N:14]1[CH2:19][CH2:18][N:17]([C:20]2[CH:21]=[CH:22][N:23]=[CH:24][CH:25]=2)[CH2:16][CH2:15]1. Reported procedure: With 150 mg of 5-chloro-3-(2-methoxyphenyl)-3-[2-oxo-2-(4-pyridin-4-yl piperazin-1-yl)ethyl]-1,3-dihydro-2H-indol-2-one, which is the compound described in EXEMPLE 1 of Publication No. WO03/008407, and 100 mg of 2-methoxy-4-(trifluoromethoxy)benzene sulfonyl chloride as starting materials, 73 mg of the title compound (colorless amorphous) was obtained by a similar method to Example 1.